This data is from the Open Reaction Database (ORD), a public repository of structured organic reaction records. The task is: describe an organic reaction: reactants, conditions, products, and yield The reactants are [Al+3], CC(C)C1COC(=O)N1C(=O)C(c1ccc(Cl)cc1)C1CC1, [H-], [H-], [H-], [H-], [Li+], C1CCOC1. Yields the product OCC(c1ccc(Cl)cc1)C1CC1. RXN SMILES: [Al+3:24].[Cl:1][c:2]1[cH:3][cH:4][c:5]([CH:8]([C:9](=[O:10])[N:11]2[CH:12]([CH:13]([CH3:14])[CH3:15])[CH2:16][O:17][C:18]2=[O:19])[CH:20]2[CH2:21][CH2:22]2)[cH:6][cH:7]1.[H-:23].[H-:26].[H-:27].[H-:28].[Li+:25].[O:29]1[CH2:30][CH2:31][CH2:32][CH2:33]1>>[Cl:1][c:2]1[cH:3][cH:4][c:5]([CH:8]([CH2:9][OH:10])[CH:20]2[CH2:21][CH2:22]2)[cH:6][cH:7]1. Starting materials: C1(CCCCC1)CN1C(N(C=2NC(=NC2C1=O)C1=CC=C(/C=C/C(=O)O)C=C1)CC1CCCCC1)=O ((E)-4-[1,3 bis(cyclohexylmethyl)-1,2,3,6-tetrahydro-2,6-dioxo-9H-purin-8-yl]cinnamic acid), NC1=C(C(N(C(N1CC1CCCCC1)=O)CC1CCCCC1)=O)N=O (6-amino 1,3-bis(cyclohexylmethyl)-5-nitrosouracil), C(=O)C=1C=C(C(=O)O)C=CC1 (3-formylbenzoic acid). The product is C1(CCCCC1)CN1C(=O)N(C(=O)C(=C1N)N)CC1CCCCC1 (1,3-Bis(cyclohexylmethyl)-5,6-diaminouracil), C1(CCCCC1)CN1C(N(C=2NC(=NC2C1=O)C1=C(C(=O)O)C=CC=C1)CC1CCCCC1)=O ((1,3-Bis(cyclohexylmethyl)-1,2,3,6-tetrahydro-2,6-dioxo-9H-purin-8-yl]benzoic acid). Isolated yield 85.0%. As a reaction SMILES: [CH:1]1([CH2:7][N:8]2[C:16](=[O:17])[C:15]3[N:14]=[C:13](C4C=CC(/C=C/C(O)=O)=CC=4)[NH:12][C:11]=3[N:10]([CH2:29][CH:30]3[CH2:35][CH2:34][CH2:33][CH2:32][CH2:31]3)[C:9]2=[O:36])[CH2:6][CH2:5][CH2:4][CH2:3][CH2:2]1.NC1N(CC2CCCCC2)C(=O)N(CC2CCCCC2)C(=O)C=1N=O.C([C:64]1[CH:65]=[C:66]([CH:70]=[CH:71][CH:72]=1)[C:67]([OH:69])=[O:68])=O>>[CH:30]1([CH2:29][N:10]2[C:11]([NH2:12])=[C:15]([NH2:14])[C:16](=[O:17])[N:8]([CH2:7][CH:1]3[CH2:6][CH2:5][CH2:4][CH2:3][CH2:2]3)[C:9]2=[O:36])[CH2:31][CH2:32][CH2:33][CH2:34][CH2:35]1.[CH:1]1([CH2:7][N:8]2[C:16](=[O:17])[C:15]3[N:14]=[C:13]([C:65]4[CH:64]=[CH:72][CH:71]=[CH:70][C:66]=4[C:67]([OH:69])=[O:68])[NH:12][C:11]=3[N:10]([CH2:29][CH:30]3[CH2:35][CH2:34][CH2:33][CH2:32][CH2:31]3)[C:9]2=[O:36])[CH2:2][CH2:3][CH2:4][CH2:5][CH2:6]1. Procedure: 1,3-Bis(cyclohexylmethyl)-5,6-diaminouracil was prepared as in part (d) of Example 1 by reduction of 1, 6-amino 1,3-bis(cyclohexylmethyl)-5-nitrosouracil (2.00 g) and immediately condensed with 3-formylbenzoic acid (Aldrich, 1.424 g) by the method of J. Perumattam (Synthetic Commun. 1989, 19: 3367–3370) to give title compound as an off-white solid (2.27 g, 85%), m.p. >250° C.; 1H-NMR (DMSO-d6) consistent with structure. Reactants: ClN1C(CCC1=O)=O (N-Chlorosuccinimide), N1C=CC=2C=NC(=CC21)C(=O)OC(C)(C)C (tert-butyl 1H-pyrrolo[3,2-c]pyridin-6-carboxylate). Solvent: ClCCl (dichloromethane). Reaction conditions: time 3 hour. The product is crude product, ClC1=CNC2=C1C=NC(=C2)C(=O)OC(C)(C)C (tert-butyl 3-chloro-1H-pyrrolo[3,2-c]pyridin-6-carboxylate). Yield: 114.4%. As a reaction SMILES: [Cl:1]N1C(=O)CCC1=O.[NH:9]1[C:17]2[CH:16]=[C:15]([C:18]([O:20][C:21]([CH3:24])([CH3:23])[CH3:22])=[O:19])[N:14]=[CH:13][C:12]=2[CH:11]=[CH:10]1>ClCCl>[Cl:1][C:11]1[C:12]2[CH:13]=[N:14][C:15]([C:18]([O:20][C:21]([CH3:24])([CH3:23])[CH3:22])=[O:19])=[CH:16][C:17]=2[NH:9][CH:10]=1. Procedure details: N-Chlorosuccinimide (514 mg) was added to a solution of tert-butyl 1H-pyrrolo[3,2-c]pyridin-6-carboxylate (800 mg) in dichloromethane (16 ml) at room temperature and the mixture was stirred at the room temperature for 3 hours. The reaction mixture was concentrated in vacuo and the resulted residue was dissolved in tetrahydrofuran. The organic layer was washed with saturated brine, dried over sodium sulfate and concentrated in vacuo to give a crude product of tert-butyl 3-chloro-1H-pyrrolo[3,2-c]...